Task: describe an organic reaction: reactants, conditions, products, and yield. Dataset: the Open Reaction Database (ORD), a public repository of structured organic reaction records The reactants are FC1=C(C(=O)NC2=NC(=CC=C2)C(=O)C2CCN(CC2)C)C(=CC(=C1)F)F (2,4,6-trifluoro-N-[6-(1-methyl-piperidine-4-carbonyl)-pyridin-2-yl]-benzamide), C(C)NCC (diethyl amine), CN1CCC(CC1)C(=O)O (1-methylpiperidine-4-carboxylic acid), S(=O)(Cl)Cl (thionyl chloride). The product is C(C)N(C(=O)C1CCN(CC1)C)CC (N,N-diethyl-1-methylpiperidine-4-carboxamide). Reaction SMILES: FC1C=C(F)C=C(F)C=1C(NC1C=CC=C([C:13]([CH:15]2[CH2:20][CH2:19][N:18]([CH3:21])[CH2:17][CH2:16]2)=[O:14])N=1)=O.C[N:29]1[CH2:34][CH2:33]C(C(O)=O)[CH2:31][CH2:30]1.S(Cl)(Cl)=O.C(NCC)C>>[CH2:30]([N:29]([CH2:34][CH3:33])[C:13]([CH:15]1[CH2:16][CH2:17][N:18]([CH3:21])[CH2:19][CH2:20]1)=[O:14])[CH3:31]. Procedure: The present invention relates to a process for preparing 2,4,6-trifluoro-N-[6-(1-methyl-piperidine-4-carbonyl)-pyridin-2-yl]-benzamide or salt thereof, further comprising the step of: reacting 1-methylpiperidine-4-carboxylic acid with thionyl chloride and diethyl amine to yield N,N-diethyl-1-methylpiperidine-4-carboxamide. The reactants are NC1=C2C(C(NC2=CC=C1)=O)(C)CC(=O)OCC ((±)-Ethyl (4-amino-3-methyl-2-oxo-2,3-dihydro-1H-indol-3-yl)acetate). The solvent is CC(=O)O (AcOH), xylenes. The product is [NH4+].[OH-] (NH4OH), CC12CC(NC=3C=CC=C(C13)NC2=O)=O (2a-Methyl-2a,5-dihydropyrrolo[4,3,2-de]quinoline-2,4(1H,3H)-dione). As a reaction SMILES: [NH2:1][C:2]1[CH:10]=[CH:9][CH:8]=[C:7]2[C:3]=1[C:4]([CH2:13][C:14]([O:16]CC)=O)([CH3:12])[C:5](=[O:11])[NH:6]2>CC(O)=O>[NH4+:1].[OH-:11].[CH3:12][C:4]12[C:5](=[O:11])[NH:6][C:7]3[C:3]1=[C:2]([CH:10]=[CH:9][CH:8]=3)[NH:1][C:14](=[O:16])[CH2:13]2 |f:2.3|. Procedure: A mixture of (±)-ethyl (4-amino-3-methyl-2-oxo-2,3-dihydro-1H-indol-3-yl)acetate from Step C (2.37 g, 9.56 mmol) and AcOH (1 mL) was heated in xylenes (10 mL) at reflux for 24 h, then concentrated to dryness under reduced pressure. The crude product was partially purified by silica gel chromatography, eluting with a gradient of CH2Cl2:MeOH:NH4OH—100:0:0 to 90:9:1, to give a crude sample of the title compound. Further purification by silica gel chromatography, eluting with a gradient of CH2Cl2:Et... The reactants are COc1cccc(C(C)N)c1, CO, CC(C)[O-], CC(C)[O-], CC(C)[O-], CC(C)[O-], ClC(Cl)Cl, [Ti+4], CC(=O)CCc1ccccc1. The product is COc1cccc(C(C)NC(C)CCc2ccccc2)c1. Reaction SMILES: [CH3:12][O:13][c:14]1[cH:15][c:16]([CH:20]([CH3:21])[NH2:22])[cH:17][cH:18][cH:19]1.[CH3:23][OH:24].[CH3:29][CH:30]([CH3:31])[O-:32].[CH3:34][CH:35]([CH3:36])[O-:37].[CH3:38][CH:39]([CH3:40])[O-:41].[CH3:42][CH:43]([CH3:44])[O-:45].[CH:25]([Cl:26])([Cl:27])[Cl:28].[Ti+4:33].[c:1]1([CH2:7][CH2:8][C:9]([CH3:10])=[O:11])[cH:2][cH:3][cH:4][cH:5][cH:6]1>>[c:1]1([CH2:7][CH2:8][CH:9]([CH3:10])[NH:22][CH:20]([c:16]2[cH:15][c:14]([O:13][CH3:12])[cH:19][cH:18][cH:17]2)[CH3:21])[cH:2][cH:3][cH:4][cH:5][cH:6]1. The reactants are CO (MeOH), C(C)(C)(C)OC(=O)N1C[C@H]([C@@H](C1)NC(=O)NC1=CC(=C(C(=C1)OC)OC)OC)N1CCC(CC1)CC1=CC=C(C=C1)Cl ((±)-trans-3-[4-(4-chlorobenzyl)piperidin-1-yl]-4-[3-(3,4,5-trimethoxyphenyl)-ureido]-pyrrolidine-1-carboxylic acid tert-butyl ester). Run in Cl.CO (HCl MeOH). Yields the product [NH4+].[OH-] (NH4OH), Cl.Cl.ClC1=CC=C(CC2CCN(CC2)[C@H]2[C@@H](CNC2)NC(=O)NC2=CC(=C(C(=C2)OC)OC)OC)C=C1 ((±)-trans-1-{4-[4-(4-chlorobenzyl)piperidin-1-yl]-pyrrolidin-3-yl}-3-(3,4,5-trimethoxyphenyl)urea dihydrochloride). The yield is 198.5%. As a reaction SMILES: C([O:5]C([N:8]1[CH2:12][C@@H:11]([NH:13][C:14]([NH:16][C:17]2[CH:22]=[C:21]([O:23][CH3:24])[C:20]([O:25][CH3:26])=[C:19]([O:27][CH3:28])[CH:18]=2)=[O:15])[C@H:10]([N:29]2[CH2:34][CH2:33][CH:32]([CH2:35][C:36]3[CH:41]=[CH:40][C:39]([Cl:42])=[CH:38][CH:37]=3)[CH2:31][CH2:30]2)[CH2:9]1)=O)(C)(C)C.CO>Cl.CO>[NH4+:8].[OH-:5].[ClH:42].[ClH:42].[Cl:42][C:39]1[CH:40]=[CH:41][C:36]([CH2:35][CH:32]2[CH2:31][CH2:30][N:29]([C@@H:10]3[CH2:9][NH:8][CH2:12][C@H:11]3[NH:13][C:14]([NH:16][C:17]3[CH:18]=[C:19]([O:27][CH3:28])[C:20]([O:25][CH3:26])=[C:21]([O:23][CH3:24])[CH:22]=3)=[O:15])[CH2:34][CH2:33]2)=[CH:37][CH:38]=1 |f:2.3,4.5,6.7.8|. Reported procedure: A solution of (±)-trans-3-[4-(4-chlorobenzyl)piperidin-1-yl]-4-[3-(3,4,5-trimethoxyphenyl)-ureido]-pyrrolidine-1-carboxylic acid tert-butyl ester (410 mg, 0.68 mmol) in 2% HCl/MeOH (70 mL) was stirred at room temperature overnight. The MeOH was evaporated and the residue was partitioned between CH2Cl2 and saturated NaHCO3. The aqueous phase was extracted with CH2Cl2 and the extracts were washed with brine, dried (MgSO4) and concentrated. Chromatography of the residue on alumina with CH2Cl2 follo... The reactants are NC1=CC=C(C(=O)C2=C(CCCC2)C(=O)O)C=C1 (2-(4-amino-benzoyl)-cyclohex-1-enecarboxylic acid), O.NN (hydrazine hydrate). The solvent is C(C)O (ethanol). Product: NC1=CC=C(C=C1)C1=NNC(C=2CCCCC12)=O (4-(4-aminophenyl)-5,6,7,8-tetrahydro-2H-phthalazin-1-one). As a reaction SMILES: [NH2:1][C:2]1[CH:18]=[CH:17][C:5]([C:6]([C:8]2[CH2:13][CH2:12][CH2:11][CH2:10][C:9]=2[C:14](O)=[O:15])=O)=[CH:4][CH:3]=1.O.[NH2:20][NH2:21]>C(O)C>[NH2:1][C:2]1[CH:18]=[CH:17][C:5]([C:6]2[C:8]3[CH2:13][CH2:12][CH2:11][CH2:10][C:9]=3[C:14](=[O:15])[NH:21][N:20]=2)=[CH:4][CH:3]=1 |f:1.2|. Procedure: 10.3 g of 2-(4-amino-benzoyl)-cyclohex-1-enecarboxylic acid (42 mmol) were dissolved in 45 mL ethanol, 2.7 g (54 mmol) hydrazine hydrate was added and the mixture was heated under reflux for 30 hours. Precipitation of the product already started several hours after heating. After cooling in the refrigerator overnight the precipitated product was filtered and washed with cold ethanol. Reactants: C1(CCCC1)=O (cyclopentanone), [OH-].[K+] (KOH), CCCCCC (Hexane). Run in C(C)O (ethanol). Reaction conditions: time 65 hour. Product: C1(CCCC1)=C1C(CCC1)=O (2-cyclopentylidenecyclopentan-1-one). Yield: 52.0%. As a reaction SMILES: [C:1]1(=[O:6])[CH2:5][CH2:4][CH2:3][CH2:2]1.[OH-].[K+].C[CH2:10][CH2:11][CH2:12][CH2:13][CH3:14]>C(O)C>[C:10]1(=[C:2]2[CH2:3][CH2:4][CH2:5][C:1]2=[O:6])[CH2:11][CH2:12][CH2:13][CH2:14]1 |f:1.2|. Reported procedure: To a stirring solution of cyclopentanone (336.5 g, 4.0 moles) in absolute ethanol (500 mL) at room temperature was added KOH (5.6 g, 0.1 mole) in one portion. The reaction was stirred at room temperature for 65 hours. The reaction was determined to be completed by TLC and GC analyses. Hexane was added to the reaction mixture and the layers were separated. The organic layer was washed successively with 10% HCl (aqueous), saturated NaHCO3 (aqueous) and brine. The resulting organic layer was dried ... Starting materials: C(C=C)(=O)O (acrylic acid), [OH-].[Na+] (sodium hydroxide), [Na+].C(C=C)(=O)NNC=1C=C(C(C(=O)[O-])=CC1)O (N-acrylamido-4-aminosalicylic acid sodium salt), solution, [OH-].[Na+] (sodium hydroxide). Run in O (water), O (water). Reaction conditions: temperature 8.5 celsius. Yields the product C(C=C)(=O)[O-].[Na+].C(C=C)(=O)NNC=1C=C(C(C(=O)[O-])=CC1)O.[Na+] (sodium acrylate sodium N-acrylamido-4-aminosalicylate). RXN SMILES: [C:1]([OH:5])(=[O:4])[CH:2]=[CH2:3].[OH-].[Na+:7].[Na+].[C:9]([NH:13][NH:14][C:15]1[CH:16]=[C:17]([OH:24])[C:18](=[CH:22][CH:23]=1)[C:19]([O-:21])=[O:20])(=[O:12])[CH:10]=[CH2:11]>O>[C:1]([O-:5])(=[O:4])[CH:2]=[CH2:3].[Na+:7].[C:9]([NH:13][NH:14][C:15]1[CH:16]=[C:17]([OH:24])[C:18](=[CH:22][CH:23]=1)[C:19]([O-:21])=[O:20])(=[O:12])[CH:10]=[CH2:11].[Na+:7] |f:1.2,3.4,6.7.8.9|. Procedure details: A mixture of acrylic acid (80.9 g) and deionized water (114 g) in a 500 mL beaker equipped with a magnetic stirrer is cooled to 7-10° C. and a 50% solution of sodium hydroxide in water (92 g) is added dropwise over 30 minutes while maintaining the reaction mixture temperature below 15° C. After the addition of sodium hydroxide, powdered N-acryloyl-4-amino salicylic acid (19 g, prepared as described in Example 11) is added and the mixture is stirred to form a homogenous solution.